From a dataset of the Open Reaction Database (ORD), a public repository of structured organic reaction records. describe an organic reaction: reactants, conditions, products, and yield Starting materials: FC=1C=C(C=O)C=CC1C=1SC2=NC(=CC=C2N1)C1(CC1)C1=CC=CC=C1 (3-fluoro-4-(5-(1-phenylcyclopropyl)thiazolo[5,4-b]pyridin-2-yl)benzaldehyde), C(C)(=O)O (acetic acid), [N+](=O)([O-])C (nitromethane), C(C)(=O)[O-].[NH4+] (ammonium acetate). Run in O (water). Run at temperature 100 celsius, time 4 hour. Yields the product FC1=C(C=CC(=C1)C=C[N+](=O)[O-])C=1SC2=NC(=CC=C2N1)C1(CC1)C1=CC=CC=C1 (2-(2-fluoro-4-(2-nitrovinyl)phenyl)-5-(1-phenylcyclopropyl)thiazolo[5,4-b]pyridine). Reaction SMILES: [F:1][C:2]1[CH:3]=[C:4]([CH:7]=[CH:8][C:9]=1[C:10]1[S:11][C:12]2[C:17]([N:18]=1)=[CH:16][CH:15]=[C:14]([C:19]1([C:22]3[CH:27]=[CH:26][CH:25]=[CH:24][CH:23]=3)[CH2:21][CH2:20]1)[N:13]=2)[CH:5]=O.C(O)(=O)C.[N+:32]([CH3:35])([O-:34])=[O:33].C([O-])(=O)C.[NH4+]>O>[F:1][C:2]1[CH:3]=[C:4]([CH:5]=[CH:35][N+:32]([O-:34])=[O:33])[CH:7]=[CH:8][C:9]=1[C:10]1[S:11][C:12]2[C:17]([N:18]=1)=[CH:16][CH:15]=[C:14]([C:19]1([C:22]3[CH:27]=[CH:26][CH:25]=[CH:24][CH:23]=3)[CH2:20][CH2:21]1)[N:13]=2 |f:3.4|. Procedure: To 3-fluoro-4-(5-(1-phenylcyclopropyl)thiazolo[5,4-b]pyridin-2-yl)benzaldehyde (1.42 g, 3.79 mmol) was added acetic acid (12.6 mL), nitromethane (1.44 mL, 26.5 mmol), and ammonium acetate (0.731 g, 9.48 mmol) before it was stirred at 100° C. for 4 h. The reaction mixture was cooled to ambient temperature. The product crashed out with water, and was filtered, washed with water, and dried in a vacuum oven to give 2-(2-fluoro-4-(2-nitrovinyl)phenyl)-5-(1-phenylcyclopropyl)thiazolo[5,4-b]pyridine. M... Starting materials: BrC=1C=CC(=NC1)N1CCN(CC1)C(=O)OC(C)(C)C (tert-butyl 4-(5-bromopyridin-2-yl)piperazine-1-carboxylate), C1(=CC=CC=C1)B(O)O (phenylboronic acid), C(C)O (ethanol), aqueous solution, C([O-])([O-])=O.[Na+].[Na+] (sodium carbonate). The reagents and catalysts are C=1C=CC(=CC1)[P](C=2C=CC=CC2)(C=3C=CC=CC3)[Pd]([P](C=4C=CC=CC4)(C=5C=CC=CC5)C=6C=CC=CC6)([P](C=7C=CC=CC7)(C=8C=CC=CC8)C=9C=CC=CC9)[P](C=1C=CC=CC1)(C=1C=CC=CC1)C=1C=CC=CC1 (tetrakis(triphenylphosphine)palladium). The solvent is C1(=CC=CC=C1)C (toluene). Yields the product C1(=CC=CC=C1)C=1C=CC(=NC1)N1CCN(CC1)C(=O)OC(C)(C)C (tert-Butyl 4-(5-phenylpyridin-2-yl)piperazine-1-carboxylate). Isolated yield 80.7%. RXN SMILES: Br[C:2]1[CH:3]=[CH:4][C:5]([N:8]2[CH2:13][CH2:12][N:11]([C:14]([O:16][C:17]([CH3:20])([CH3:19])[CH3:18])=[O:15])[CH2:10][CH2:9]2)=[N:6][CH:7]=1.[C:21]1(B(O)O)[CH:26]=[CH:25][CH:24]=[CH:23][CH:22]=1.C(O)C.C(=O)([O-])[O-].[Na+].[Na+]>C1C=CC([P]([Pd]([P](C2C=CC=CC=2)(C2C=CC=CC=2)C2C=CC=CC=2)([P](C2C=CC=CC=2)(C2C=CC=CC=2)C2C=CC=CC=2)[P](C2C=CC=CC=2)(C2C=CC=CC=2)C2C=CC=CC=2)(C2C=CC=CC=2)C2C=CC=CC=2)=CC=1.C1(C)C=CC=CC=1>[C:21]1([C:2]2[CH:3]=[CH:4][C:5]([N:8]3[CH2:13][CH2:12][N:11]([C:14]([O:16][C:17]([CH3:20])([CH3:19])[CH3:18])=[O:15])[CH2:10][CH2:9]3)=[N:6][CH:7]=2)[CH:26]=[CH:25][CH:24]=[CH:23][CH:22]=1 |f:3.4.5,^1:42,44,63,82|. Procedure: A mixed solution of tert-butyl 4-(5-bromopyridin-2-yl)piperazine-1-carboxylate (1.00 g, 2.92 mmol), phenylboronic acid (535 mg, 4.38 mmol), ethanol (2.5 ml), 2N aqueous solution of sodium carbonate (12 ml), tetrakis(triphenylphosphine)palladium (404 mg, 0.350 mmol) and toluene (23 ml) was stirred at 95° C. for 12 hours under a nitrogen atmosphere, and the solvent was distilled away under reduce pressure. The residue was poured into water, and extracted with ethyl acetate. The extract was washed ... Reactants: COC=1C=C2CC(CC2=CC1)C(=O)OC (methyl 5-methoxy-2,3-dihydro-1h-indene-2-carboxylate), B(Br)(Br)Br (boron tribromide). Run in ClCCl (dichloromethane). Run at temperature 0 celsius, time 2 hour. Product: OC=1C=C2CC(CC2=CC1)C(=O)OC (methyl 5-hydroxy-2,3-dihydro-1H-indene-2-carboxylate). As a reaction SMILES: C[O:2][C:3]1[CH:4]=[C:5]2[C:9](=[CH:10][CH:11]=1)[CH2:8][CH:7]([C:12]([O:14][CH3:15])=[O:13])[CH2:6]2.B(Br)(Br)Br>ClCCl>[OH:2][C:3]1[CH:4]=[C:5]2[C:9](=[CH:10][CH:11]=1)[CH2:8][CH:7]([C:12]([O:14][CH3:15])=[O:13])[CH2:6]2. Procedure: To a solution of methyl 5-methoxy-2,3-dihydro-1h-indene-2-carboxylate (696) (2.35 g, 11.4 mmol) in anhydrous dichloromethane (40 mL) cooled to −78° C. was added boron tribromide (1.5 eq.). The reaction was allowed to stir at −78° C. for 30 minutes, 0° C. for 2 hours, and at room temperature overnight. The reaction mixture was cooled to 0° C. and quenched slowly with methanol. After stirring for 15 minutes a saturated sodium bicarbonate solution was added slowly to the mixture and allowed to stir... Reactants: CC(C)(C)OC(=O)CBr, O=C1Nc2ccccc2C12CCN(CC(F)(F)F)CC2, [H-], [Na+], CN(C)C=O. The product is CC(C)(C)OC(=O)CN1C(=O)C2(CCN(CC(F)(F)F)CC2)c2ccccc21. Reaction SMILES: [Br:23][CH2:24][C:25](=[O:26])[O:27][C:28]([CH3:29])([CH3:30])[CH3:31].[F:1][C:2]([CH2:3][N:4]1[CH2:5][CH2:6][C:7]2([C:8](=[O:16])[NH:9][c:10]3[cH:11][cH:12][cH:13][cH:14][c:15]32)[CH2:17][CH2:18]1)([F:19])[F:20].[H-:21].[Na+:22].[O:32]=[CH:33][N:34]([CH3:35])[CH3:36]>>[F:1][C:2]([CH2:3][N:4]1[CH2:5][CH2:6][C:7]2([C:8](=[O:16])[N:9]([CH2:24][C:25](=[O:26])[O:27][C:28]([CH3:29])([CH3:30])[CH3:31])[c:10]3[cH:11][cH:12][cH:13][cH:14][c:15]32)[CH2:17][CH2:18]1)([F:19])[F:20]. Yields the product O=Cc1ccc(OCc2ccc(Cl)cc2)c(Cl)c1. RXN SMILES: [C:23](=[O:24])([O-:25])[O-:26].[CH3:1][C:2]#[N:3].[Cl:14][c:15]1[cH:16][cH:17][c:18]([CH2:19][Br:20])[cH:21][cH:22]1.[Cl:4][c:5]1[cH:6][c:7]([CH:8]=[O:9])[cH:10][cH:11][c:12]1[OH:13].[K+:27].[K+:28].[OH2:29]>>[Cl:4][c:5]1[cH:6][c:7]([CH:8]=[O:9])[cH:10][cH:11][c:12]1[O:13][CH2:19][c:18]1[cH:17][cH:16][c:15]([Cl:14])[cH:22][cH:21]1. The reactants are O=C([O-])[O-], CC#N, Clc1ccc(CBr)cc1, O=Cc1ccc(O)c(Cl)c1, [K+], [K+], O. Starting materials: COc1cc2c(nc1OC)c(-c1cc3cccnc3n1S(=O)(=O)c1ccc(C)cc1)cn2CCN1CCN(C)CC1, [K+], [OH-]. Product: COc1cc2c(nc1OC)c(-c1cc3cccnc3[nH]1)cn2CCN1CCN(C)CC1. As a reaction SMILES: [CH3:1][O:2][c:3]1[c:4]([O:40][CH3:41])[cH:5][c:6]2[c:7]([n:8]1)[c:9](-[c:21]1[cH:22][c:23]3[c:24]([n:25][cH:26][cH:27][cH:28]3)[n:29]1[S:30]([c:31]1[cH:32][cH:33][c:34]([CH3:35])[cH:36][cH:37]1)(=[O:38])=[O:39])[cH:10][n:11]2[CH2:12][CH2:13][N:14]1[CH2:15][CH2:16][N:17]([CH3:20])[CH2:18][CH2:19]1.[K+:43].[OH-:42]>>[CH3:1][O:2][c:3]1[c:4]([O:40][CH3:41])[cH:5][c:6]2[c:7]([n:8]1)[c:9](-[c:21]1[cH:22][c:23]3[c:24]([n:25][cH:26][cH:27][cH:28]3)[nH:29]1)[cH:10][n:11]2[CH2:12][CH2:13][N:14]1[CH2:15][CH2:16][N:17]([CH3:20])[CH2:18][CH2:19]1. The reactants are N[C@@H](CC(OCC1=CC=CC=C1)=O)C(=O)N[C@@H](C(C)C)C(=O)OCC1=CC=CC=C1.FC(F)(F)C(=O)O (H-Asp(OBzl)-Val-OBzl.TFA), N(CC(=O)ON1C(=O)CCC1=O)C(=O)OC(C)(C)C (Boc-Gly-OSu), CN1CCOCC1 (N-methylmorpholine). Solvent: C(C)(=O)OCC (ethyl acetate). Run at temperature 20 celsius, time 72 hour. The product is NCC(=O)N[C@@H](CC(OCC1=CC=CC=C1)=O)C(=O)N[C@@H](C(C)C)C(=O)OCC1=CC=CC=C1 (H-Gly-Asp(OBzl)-Val-OBzl). RXN SMILES: [NH2:1][C@H:2]([C:14]([NH:16][C@H:17]([C:21]([O:23][CH2:24][C:25]1[CH:30]=[CH:29][CH:28]=[CH:27][CH:26]=1)=[O:22])[CH:18]([CH3:20])[CH3:19])=[O:15])[CH2:3][C:4](=[O:13])[O:5][CH2:6][C:7]1[CH:12]=[CH:11][CH:10]=[CH:9][CH:8]=1.FC(C(O)=O)(F)F.[NH:38](C(OC(C)(C)C)=O)[CH2:39][C:40](ON1C(=O)CCC1=O)=[O:41].CN1CCOCC1>C(OCC)(=O)C>[NH2:38][CH2:39][C:40]([NH:1][C@H:2]([C:14]([NH:16][C@H:17]([C:21]([O:23][CH2:24][C:25]1[CH:26]=[CH:27][CH:28]=[CH:29][CH:30]=1)=[O:22])[CH:18]([CH3:20])[CH3:19])=[O:15])[CH2:3][C:4](=[O:13])[O:5][CH2:6][C:7]1[CH:8]=[CH:9][CH:10]=[CH:11][CH:12]=1)=[O:41] |f:0.1|. Procedure: A solution of 4.2 g. of H-Asp(OBzl)-Val-OBzl.TFA in 50 ml of ethyl acetate is treated in succession with 2.72 g of Boc-Gly-OSu and 0.88 ml of N-methylmorpholine and then stirred at 20° C. for 72 hours. The reaction mixture is partitioned between ethyl acetate and water and the organic phase is washed with 5% KHSO4 /10% K2SO4 solution, water, saturated NaHCO3 solution, water and saturated NaCl solution. After drying the solution is concentrated. The residue is dissolved in 30 ml of trifluoroaceti...